Dataset: the Open Reaction Database (ORD), a public repository of structured organic reaction records. Task: describe an organic reaction: reactants, conditions, products, and yield Reactants: ClC1=NC=C(C(=N1)N[C@H](C=O)C(C)(C)C)F ((S)-2-((2-chloro-5-fluoropyrimidin-4-yl)amino)-3,3-dimethylbutanal), ClC1=NC=C(C(=N1)N[C@H](C=O)C(C)(C)C)F ((S)-2-((2-chloro-5-fluoropyrimidin-4-yl)amino)-3,3-dimethylbutanal), C1(=CC=CC=C1)P(=CC(=O)OCC)(C1=CC=CC=C1)C1=CC=CC=C1 (ethyl 2-triphenylphosphoranylideneacetate). Solvent: ClCCl (dichloromethane). Conditions: time 8 hour. Yields the product ClC1=NC=C(C(=N1)N[C@H](/C=C/C(=O)OCC)C(C)(C)C)F ((R,E)-ethyl 4-((2-chloro-5-fluoropyrimidin-4-yl)amino)-5,5-dimethylhex-2-enoate). RXN SMILES: [Cl:1][C:2]1[N:7]=[C:6]([NH:8][C@@H:9]([C:12]([CH3:15])([CH3:14])[CH3:13])[CH:10]=O)[C:5]([F:16])=[CH:4][N:3]=1.C1(P(C2C=CC=CC=2)(C2C=CC=CC=2)=[CH:24][C:25]([O:27][CH2:28][CH3:29])=[O:26])C=CC=CC=1>ClCCl>[Cl:1][C:2]1[N:7]=[C:6]([NH:8][C@@H:9]([C:12]([CH3:15])([CH3:14])[CH3:13])/[CH:10]=[CH:24]/[C:25]([O:27][CH2:28][CH3:29])=[O:26])[C:5]([F:16])=[CH:4][N:3]=1. Procedure details: To a solution of (S)-2-((2-chloro-5-fluoropyrimidin-4-yl)amino)-3,3-dimethylbutanal, 15a, (0.45 g, 1.84 mmol) in dichloromethane (9.0 mL) was added ethyl 2-triphenylphosphoranylideneacetate (0.96 g, 2.75 mmol). After allowing the reaction mixture to stir at room temperature overnight, approximately half of the solvent was removed under reduced pressure. The remaining crude mixture was purified by directly loading onto a silica gel column (0-100% EtOAc/hexanes) to afford 535 mg of the desired pro... Reactants: C(CCC)C=1N(C(=CN1)CC(C(=O)OC)CC1=CC=CC=C1)CC1=CC=CC=C1 (methyl 3-[2-n-butyl-1-benzyl-1H-imidazol- 5yl]-2-benzylpropanoate), [OH-].[K+] (potassium hydroxide). Run in C(C)O (ethanol), O (water). Reaction conditions: temperature 25 celsius, time 18 hour. The product is C(CCC)C=1N(C(=CN1)CC(C(=O)O)CC1=CC=CC=C1)CC1=CC=CC=C1 (3-[2-n-butyl-1- benzyl-1H-imidazol-5-yl]-2-benzylpropanoic acid). Isolated yield 60.0%. Reaction SMILES: [CH2:1]([C:5]1[N:6]([CH2:23][C:24]2[CH:29]=[CH:28][CH:27]=[CH:26][CH:25]=2)[C:7]([CH2:10][CH:11]([CH2:16][C:17]2[CH:22]=[CH:21][CH:20]=[CH:19][CH:18]=2)[C:12]([O:14]C)=[O:13])=[CH:8][N:9]=1)[CH2:2][CH2:3][CH3:4].[OH-].[K+]>C(O)C.O>[CH2:1]([C:5]1[N:6]([CH2:23][C:24]2[CH:25]=[CH:26][CH:27]=[CH:28][CH:29]=2)[C:7]([CH2:10][CH:11]([CH2:16][C:17]2[CH:18]=[CH:19][CH:20]=[CH:21][CH:22]=2)[C:12]([OH:14])=[O:13])=[CH:8][N:9]=1)[CH2:2][CH2:3][CH3:4] |f:1.2|. Procedure details: A mixture of methyl 3-[2-n-butyl-1-benzyl-1H-imidazol- 5yl]-2-benzylpropanoate (0.12 g, 0.31 mmol) in 50% aqueous ethanol (4 mL) containing potassium hydroxide (0.072 g, 1.28 mmol) was stirred at 25° C. for 18 hours. The basic solution was diluted with water (8 mL), and extracted with diethyl ether. The water solution was acidified with aqueous hydrochloric acid solution to pH 4, and the product was extracted into methylene chloride, dried, and concentrated. This crude material was dissolved in ...